Dataset: the Open Reaction Database (ORD), a public repository of structured organic reaction records. Task: describe an organic reaction: reactants, conditions, products, and yield Reactants: C[Si](C)(C)n1cncn1, CC(=O)O, Fc1ccc(C2(Cn3cncn3)CO2)c(F)c1, CN(C)C=O, O, [Na]n1cncn1. Yields the product C[Si](C)(C)OC(Cn1cncn1)(Cn1cncn1)c1ccc(F)cc1F. Reaction SMILES: [CH3:18][Si:19]([n:20]1[cH:21][n:22][cH:23][n:24]1)([CH3:25])[CH3:26].[CH3:33][C:34](=[O:35])[OH:36].[O:1]1[CH2:2][C:3]1([CH2:4][n:5]1[n:6][cH:7][n:8][cH:9]1)[c:10]1[c:11]([F:17])[cH:12][c:13]([F:16])[cH:14][cH:15]1.[O:37]=[CH:38][N:39]([CH3:40])[CH3:41].[OH2:42].[n:27]1([Na:32])[n:28][cH:29][n:30][cH:31]1>>[O:1]([C:3]([CH2:2][n:27]1[n:28][cH:29][n:30][cH:31]1)([CH2:4][n:5]1[n:6][cH:7][n:8][cH:9]1)[c:10]1[c:11]([F:17])[cH:12][c:13]([F:16])[cH:14][cH:15]1)[Si:19]([CH3:18])([CH3:25])[CH3:26]. The reactants are ON1N=NC2=C1C=CC=C2 (1-hydroxybenzotriazole), Cl.CN(CCCN=C=NCC)C (1-(3-dimethylaminopropyl)-3-ethylcarbodiimide hydrochloride), C(C)(C)(C)OC(=O)N1[C@H](C(=O)O)C[C@H](C1)NC(CN(C)C)=O (N-tert-Butoxycarbonyl-trans-4-(N,N-Dimethylglycylamino)-L-Proline), N1=CC(=CC2=CC=CC=C12)NC([C@H]1NC[C@@H](C1)NC([C@@H](CCC1=CC=CC=C1)O)=O)=O (trans-4-((R)-2-hydroxy-4-phenylbutyrylamino)-L-proline 3-quinolylamide), Compound D101. Run in ClCCl (dichloromethane), C(C)N(CC)CC (Triethylamine). Reaction conditions: temperature 0 celsius, time 14 hour. The product is N1=CC(=CC2=CC=CC=C12)NC([C@H]1N(C[C@@H](C1)NC([C@@H](CCC1=CC=CC=C1)O)=O)C([C@H]1N(C[C@@H](C1)NC(CN(C)C)=O)C(=O)OC(C)(C)C)=O)=O (N-tert-Butoxycarbonyl-trans-4-(N,N-Dimethylglycyl)amino-L-Prolyl-trans-4-((R)-2-Hydroxy-4-Phenylbutyrylamino)-L-Proline 3-Quinolylamide). As a reaction SMILES: ON1C2C=CC=CC=2N=N1.Cl.CN(C)CCCN=C=NCC.[C:23]([O:27][C:28]([N:30]1[CH2:37][C@H:36]([NH:38][C:39](=[O:44])[CH2:40][N:41]([CH3:43])[CH3:42])[CH2:35][C@H:31]1[C:32]([OH:34])=O)=[O:29])([CH3:26])([CH3:25])[CH3:24].[N:45]1[C:54]2[C:49](=[CH:50][CH:51]=[CH:52][CH:53]=2)[CH:48]=[C:47]([NH:55][C:56](=[O:75])[C@@H:57]2[CH2:61][C@@H:60]([NH:62][C:63](=[O:74])[C@H:64]([OH:73])[CH2:65][CH2:66][C:67]3[CH:72]=[CH:71][CH:70]=[CH:69][CH:68]=3)[CH2:59][NH:58]2)[CH:46]=1>ClCCl.C(N(CC)CC)C>[N:45]1[C:54]2[C:49](=[CH:50][CH:51]=[CH:52][CH:53]=2)[CH:48]=[C:47]([NH:55][C:56](=[O:75])[C@@H:57]2[CH2:61][C@@H:60]([NH:62][C:63](=[O:74])[C@H:64]([OH:73])[CH2:65][CH2:66][C:67]3[CH:72]=[CH:71][CH:70]=[CH:69][CH:68]=3)[CH2:59][N:58]2[C:32](=[O:34])[C@@H:31]2[CH2:35][C@@H:36]([NH:38][C:39](=[O:44])[CH2:40][N:41]([CH3:43])[CH3:42])[CH2:37][N:30]2[C:28]([O:27][C:23]([CH3:24])([CH3:25])[CH3:26])=[O:29])[CH:46]=1 |f:1.2|. Procedure: Triethylamine (33 μL), 1-hydroxybenzotriazole (30 mg), and 1-(3-dimethylaminopropyl)-3-ethylcarbodiimide hydrochloride (46 mg) were added to a suspension of the crude N-tert-butoxycarbonyl-trans-4-(N,N-dimethylglycylamino)-L-proline (B) and trans-4-((R)-2-hydroxy-4-phenylbutyrylamino)-L-proline 3-quinolylamide (Compound D101 (H), 84 mg) in dichloromethane (5 mL) at 0° C. After stirring at 0° C. for 30 min and at room temperature for 14 hr, the solvent was removed in vacuo. The residue was dilute... Reported procedure: Charge a 2-necked round bottom flask under nitrogen atmosphere with ditert-butyl(1S,2S,4S,5R,6R)-2-(tert-butoxycarbonylamino)-4-hydroxy-bicyclo[3.1.0]hexane-2,6-dicarboxylate (20.7 g, 0.5 mol, see WO03/104217/A2 for synthesis details), 4-dimethylaminopyridine (10.4 g, 0.85 mol), triethylamine (6.98 mL, 0.5 mmol) and p-toluenesulfonyl chloride (10.6 g, 0.55 mol) in dichloromethane (200 mL), and stir the mixture at room temperature overnight. Add 1N solution of potassium hydrogen sulfate (200 mL),... Starting materials: C(C)(C)(C)OC(=O)[C@]1([C@@H]2[C@H]([C@@H]2[C@H](C1)O)C(=O)OC(C)(C)C)NC(=O)OC(C)(C)C (ditert-butyl(1S,2S,4S,5R,6R)-2-(tert-butoxycarbonylamino)-4-hydroxy-bicyclo[3.1.0]hexane-2,6-dicarboxylate), C1(=CC=C(C=C1)S(=O)(=O)Cl)C (p-toluenesulfonyl chloride), solution, S(=O)(=O)(O)[O-].[K+] (potassium hydrogen sulfate), O (water). Product: C(C)(C)(C)OC(=O)[C@]1([C@@H]2[C@H]([C@@H]2[C@H](C1)OS(=O)(=O)C1=CC=C(C=C1)C)C(=O)OC(C)(C)C)NC(=O)OC(C)(C)C (Ditert-butyl(1S,2S,4S,5R,6R)-2-(tert-butoxycarbonylamino)-4-(p-tolylsulfonyloxy)bicyclo[3.1.0]hexane-2,6-dicarboxylate). Reagents/catalysts: CN(C1=CC=NC=C1)C (4-dimethylaminopyridine), C(C)N(CC)CC (triethylamine). Isolated yield 8.7%. Solvent: ClCCl (dichloromethane). Conditions: time 8 hour. Reaction SMILES: [C:1]([O:5][C:6]([C@:8]1([NH:22][C:23]([O:25][C:26]([CH3:29])([CH3:28])[CH3:27])=[O:24])[CH2:13][C@H:12]([OH:14])[C@@H:11]2[C@H:9]1[C@H:10]2[C:15]([O:17][C:18]([CH3:21])([CH3:20])[CH3:19])=[O:16])=[O:7])([CH3:4])([CH3:3])[CH3:2].[C:30]1([CH3:40])[CH:35]=[CH:34][C:33]([S:36](Cl)(=[O:38])=[O:37])=[CH:32][CH:31]=1.S([O-])(O)(=O)=O.[K+].O>CN(C)C1C=CN=CC=1.ClCCl.C(N(CC)CC)C>[C:1]([O:5][C:6]([C@:8]1([NH:22][C:23]([O:25][C:26]([CH3:29])([CH3:28])[CH3:27])=[O:24])[CH2:13][C@H:12]([O:14][S:36]([C:33]2[CH:34]=[CH:35][C:30]([CH3:40])=[CH:31][CH:32]=2)(=[O:38])=[O:37])[C@@H:11]2[C@H:9]1[C@H:10]2[C:15]([O:17][C:18]([CH3:19])([CH3:20])[CH3:21])=[O:16])=[O:7])([CH3:2])([CH3:3])[CH3:4] |f:2.3|. Yields the product COC(C1=CC(=C(C=C1)O)C(C)(C)C)=O (methyl-3-tert-butyl-4-hydroxybenzoate). Procedure details: To a 500 mL 3-necked flask equipped with a magnetic stirrer, a nitrogen inlet, and a condenser were added 10.0 g of 3-tert-butyl-4-hydroxybenzoic acid (ICN Biomedicals. Inc., Aurora, Ohio 44202), and 200 mL of MeOH. The solution was acidified by bubbling HCl gas through for 5 min. and was then heated at reflux for 5 h. The solution was cooled to RT and concentrated in vacuo to dryness. The resulting solid was dissolved in EtOAc. The solution was washed three times with 5% aqueous NaHCO3, dried o... As a reaction SMILES: [C:1]([C:5]1[CH:6]=[C:7]([CH:11]=[CH:12][C:13]=1[OH:14])[C:8]([OH:10])=[O:9])([CH3:4])([CH3:3])[CH3:2].[CH3:15]O>>[CH3:15][O:9][C:8](=[O:10])[C:7]1[CH:11]=[CH:12][C:13]([OH:14])=[C:5]([C:1]([CH3:4])([CH3:2])[CH3:3])[CH:6]=1. Reactants: C(C)(C)(C)C=1C=C(C(=O)O)C=CC1O (3-tert-butyl-4-hydroxybenzoic acid), CO (MeOH). Yield: 90.0%. The reactants are [Cl-].[NH4+] (ammonium chloride), ice, [Mg] (magnesium), II (iodine), BrCC1=CSC=C1 (3-bromomethylthiophene), C(C=C(C)C)Cl (prenylchloride), C(C=C(C)C)Cl (prenyl chloride), [Mg] (magnesium), BrCC=1SC=CC1 (bromomethylthiophene), [Mg] (magnesium), [Mg] (magnesium). Reagents/catalysts: [Cu]I (copper (I) iodide). The solvent is O (water), O1CCCC1 (tetrahydrofuran). Run at temperature 40 celsius. The product is CC(=CCCC1=CSC=C1)C (3-(4-methylpent-3-enyl)thiophene). RXN SMILES: Br[CH2:2][C:3]1[CH:7]=[CH:6][S:5][CH:4]=1.[CH2:8](Cl)[CH:9]=[C:10]([CH3:12])[CH3:11].[Mg].II.BrCC1SC=CC=1.[Cl-].[NH4+]>[Cu]I.O.O1CCCC1>[CH3:11][C:10]([CH3:12])=[CH:9][CH2:8][CH2:2][C:3]1[CH:7]=[CH:6][S:5][CH:4]=1 |f:5.6|. Procedure: 217 g of 3-bromomethylthiophene, 513 g of prenylchloride, 117 g of copper (I) iodide and 2 kg of tetrahydrofuran were introduced into a 4-liter reaction flask. 750 g of magnesium shavings were then added in small portions at a rate such that the temperature of the reaction mixture did not rise above 30°. If the temperature rises were to great, the reaction mixture was temporarily cooled. The first portion of magnesium was activated by subliming an iodine crystal onto it. After all the magnesium ...